From a dataset of the Open Reaction Database (ORD), a public repository of structured organic reaction records. describe an organic reaction: reactants, conditions, products, and yield The reactants are OC1CN2CCC1CC2 (3-Hydroxy quinuclidine), IC1=CC=C(C=C1)[N+](=O)[O-] (1-iodo-4-nitro-benzene). Yields the product [N+](=O)([O-])C1=CC=C(OC2CN3CCC2CC3)C=C1 (3-(4-nitrophenoxy)quinuclidine). Reaction SMILES: [OH:1][CH:2]1[CH:7]2[CH2:8][CH2:9][N:4]([CH2:5][CH2:6]2)[CH2:3]1.I[C:11]1[CH:16]=[CH:15][C:14]([N+:17]([O-:19])=[O:18])=[CH:13][CH:12]=1>>[N+:17]([C:14]1[CH:15]=[CH:16][C:11]([O:1][CH:2]2[CH:7]3[CH2:8][CH2:9][N:4]([CH2:5][CH2:6]3)[CH2:3]2)=[CH:12][CH:13]=1)([O-:19])=[O:18]. Reported procedure: 3-Hydroxy quinuclidine (Aldrich, 2.54 g, 10 mmol) was treated with 1-iodo-4-nitro-benzene (5 g, 20 mmol) according to the procedure of Example 14A. The title compound was purified by chromatography (SiO2, CH2Cl2:MeOH:NH3.H2O, 90:10:1, Rf. 0.20) (1.02 g, yield, 21%). 1H NMR (MeOH-d4, 300 MHz) δ 1.40–1.56 (m, 1H), 1.65–1.90 (m, 2H), 1.90–2.08 (m, 1H), 2.15–2.25 (m, 1H), 2.75–3.00 (m, 5H), 3.34–3.40 (m, 1H), 4.69 (m, 1H), 7.07 (d, J=9.5 Hz, 2H), 8.21 (d, J=9.2, Hz, 2H) ppm. MS (DCl/NH3) m/z 249 (M+... Starting materials: COC(=O)Cl, NNc1n[nH]c2cc(Cl)ccc12, c1ccncc1. Product: COC(=O)NNc1n[nH]c2cc(Cl)ccc12. As a reaction SMILES: [CH3:13][O:14][C:15](=[O:16])[Cl:17].[NH:1]([NH2:2])[c:3]1[n:4][nH:5][c:6]2[cH:7][c:8]([Cl:12])[cH:9][cH:10][c:11]12.[cH:18]1[cH:19][cH:20][n:21][cH:22][cH:23]1>>[NH:1]([NH:2][C:15]([O:14][CH3:13])=[O:16])[c:3]1[n:4][nH:5][c:6]2[cH:7][c:8]([Cl:12])[cH:9][cH:10][c:11]12. The reactants are FC1=C(C=C(C=C1)S(=O)(=O)N1C(=C(C=2C1=NC=CC2)CC(=O)O)C)OC ([1-(4-Fluoro-3-methoxy-benzenesulfonyl)-2-methyl-1H-pyrrolo[2,3-b]pyridin-3-yl]-acetic acid), COC(CC1=C(N(C2=NC=CC=C21)S(=O)(=O)C2=CC(=C(C=C2)N2CCOCC2)C#N)C)=O ([1-(3-cyano-4-morpholin-4-yl-benzenesulfonyl)-2-methyl-1H-pyrrolo[2,3-b]pyridin-3-yl]acetic acid methyl ester). Product: C(#N)C=1C=C(C=CC1N1CCOCC1)S(=O)(=O)N1C(=C(C=2C1=NC=CC2)CC(=O)O)C ([1-(3-Cyano-4-morpholin-4-yl-benzenesulfonyl)-2-methyl-1H-pyrrolo[2,3-b]pyridin-3-yl]acetic acid). Reaction SMILES: FC1C=CC(S(N2C3=NC=CC=C3C(CC(O)=O)=C2C)(=O)=O)=CC=1OC.C[O:28][C:29](=[O:58])[CH2:30][C:31]1[C:39]2[C:34](=[N:35][CH:36]=[CH:37][CH:38]=2)[N:33]([S:40]([C:43]2[CH:48]=[CH:47][C:46]([N:49]3[CH2:54][CH2:53][O:52][CH2:51][CH2:50]3)=[C:45]([C:55]#[N:56])[CH:44]=2)(=[O:42])=[O:41])[C:32]=1[CH3:57]>>[C:55]([C:45]1[CH:44]=[C:43]([S:40]([N:33]2[C:34]3=[N:35][CH:36]=[CH:37][CH:38]=[C:39]3[C:31]([CH2:30][C:29]([OH:58])=[O:28])=[C:32]2[CH3:57])(=[O:42])=[O:41])[CH:48]=[CH:47][C:46]=1[N:49]1[CH2:54][CH2:53][O:52][CH2:51][CH2:50]1)#[N:56]. Procedure details: The titled compound is prepared analogously to [1-(4-fluoro-3-methoxy-benzenesulfonyl)-2-methyl-1H-pyrrolo[2,3-b]pyridin-3-yl]-acetic acid (Example 102) by replacing [1-(4-fluoro-3-methoxy-benzenesulfonyl)-2-methyl-1H-pyrrolo[2,3-b]pyridin-3-yl]-acetic acid methyl ester with [1-(3-cyano-4-morpholin-4-yl-benzenesulfonyl)-2-methyl-1H-pyrrolo[2,3-b]pyridin-3-yl]acetic acid methyl ester. (MH+ 441) Starting materials: CC[O-], CCOCC, CCOC=O, [Na+], O=C1CCCCC1. Product: [Na+], O=C1CCCCC1=C[O-]. Reaction SMILES: [CH3:14][CH2:15][O-:16].[CH3:17][CH2:18][O:19][CH2:20][CH3:21].[CH:8](=[O:9])[O:10][CH2:11][CH3:12].[Na+:13].[O:1]=[C:2]1[CH2:3][CH2:4][CH2:5][CH2:6][CH2:7]1>>[Na+:13].[O:1]=[C:2]1[C:3](=[CH:8][O-:9])[CH2:4][CH2:5][CH2:6][CH2:7]1. Reactants: C(=O)(O)CN1C(C(NC2=CC=CC=C12)=O)=O (N-carboxymethyl-1,4-dihydroquinoxaline-2,3-dione), C1=CC(=CC=C1N)N (p-phenylenediamine), C1CCC(CC1)N=C=NC2CCCCC2 (DCC), CN(C)C=O (DMF). Reaction conditions: temperature 28 celsius, time 8 hour. Product: C1(=C(C=CC=C1)NC(=O)NN1C(C(NC2=CC=CC=C12)=O)=O)C (1-[[(o-tolylamino)carbonyl]amino]-1,4-dihydro-2,3-quinoxalinedione). Reaction SMILES: C(C[N:5]1[C:14]2[C:9](=[CH:10][CH:11]=[CH:12][CH:13]=2)[NH:8][C:7](=[O:15])[C:6]1=[O:16])(O)=O.[CH:17]1[C:22]([NH2:23])=[CH:21][CH:20]=[C:19](N)[CH:18]=1.[CH2:25]1CCC(N=C=NC2CCCCC2)CC1.C[N:41]([CH:43]=[O:44])C>>[C:17]1([CH3:25])[CH:18]=[CH:19][CH:20]=[CH:21][C:22]=1[NH:23][C:43]([NH:41][N:5]1[C:14]2[C:9](=[CH:10][CH:11]=[CH:12][CH:13]=2)[NH:8][C:7](=[O:15])[C:6]1=[O:16])=[O:44]. Reported procedure: To a stirred solution of acid N-carboxymethyl-1,4-dihydroquinoxaline-2,3-dione (200 mg, 0.910 mmol) and p-phenylenediamine (98 mg, 0.91 mmol) in DMF (2 mL) under N2 at 0° C., DCC (190 mg, 0.910 mmol) was added in one portion. The solution was allowed to warm to 28° C. and stirred at that temperature overnight. The precipitated solid was filtered and the clear filtrate was poured into water (10 mL). The solid thus obtained was filtered and dried under vacuum (water aspirator) to obtain 180 mg cru... Reactants: CCO, Cc1cc(CC=O)ccc1OCCNc1ncnc(C)c1Cl, Cl, NO, [Na+], [OH-], O. Product: Cc1cc(CC=NO)ccc1OCCNc1ncnc(C)c1Cl. Reaction SMILES: [CH3:28][CH2:29][OH:30].[Cl:1][c:2]1[c:3]([NH:9][CH2:10][CH2:11][O:12][c:13]2[c:14]([CH3:22])[cH:15][c:16]([CH2:19][CH:20]=[O:21])[cH:17][cH:18]2)[n:4][cH:5][n:6][c:7]1[CH3:8].[ClH:23].[NH2:24][OH:25].[Na+:27].[OH-:26].[OH2:31]>>[Cl:1][c:2]1[c:3]([NH:9][CH2:10][CH2:11][O:12][c:13]2[c:14]([CH3:22])[cH:15][c:16]([CH2:19][CH:20]=[N:24][OH:25])[cH:17][cH:18]2)[n:4][cH:5][n:6][c:7]1[CH3:8]. The reactants are BrC1=C(C(=O)OCC)C=CC(=C1)C(=O)OCC (Diethyl bromoterephthalate), C(=O)([O-])[O-].[K+].[K+] (K2CO3), C1(=CC=CC=C1)C (toluene), C(CCCCC)OC1=CC=C(C=C1)B(O)O (4-hexyloxyphenylboronic acid). The reagents and catalysts are C=1C=CC(=CC1)[P](C=2C=CC=CC2)(C=3C=CC=CC3)[Pd]([P](C=4C=CC=CC4)(C=5C=CC=CC5)C=6C=CC=CC6)([P](C=7C=CC=CC7)(C=8C=CC=CC8)C=9C=CC=CC9)[P](C=1C=CC=CC1)(C=1C=CC=CC1)C=1C=CC=CC1 (Pd(PPh3)4). Solvent: O (H2O). Run at temperature 85 celsius, time 7 hour. The product is C(CCCCC)OC1=CC=C(C=C1)C1=C(C(=O)OCC)C=CC(=C1)C(=O)OCC (Diethyl 2-(4′-Hexyloxyphenyl)terephthalate). RXN SMILES: Br[C:2]1[CH:12]=[C:11]([C:13]([O:15][CH2:16][CH3:17])=[O:14])[CH:10]=[CH:9][C:3]=1[C:4]([O:6][CH2:7][CH3:8])=[O:5].C([O-])([O-])=O.[K+].[K+].C1(C)C=CC=CC=1.[CH2:31]([O:37][C:38]1[CH:43]=[CH:42][C:41](B(O)O)=[CH:40][CH:39]=1)[CH2:32][CH2:33][CH2:34][CH2:35][CH3:36]>C1C=CC([P]([Pd]([P](C2C=CC=CC=2)(C2C=CC=CC=2)C2C=CC=CC=2)([P](C2C=CC=CC=2)(C2C=CC=CC=2)C2C=CC=CC=2)[P](C2C=CC=CC=2)(C2C=CC=CC=2)C2C=CC=CC=2)(C2C=CC=CC=2)C2C=CC=CC=2)=CC=1.O>[CH2:31]([O:37][C:38]1[CH:39]=[CH:40][C:41]([C:2]2[CH:12]=[C:11]([C:13]([O:15][CH2:16][CH3:17])=[O:14])[CH:10]=[CH:9][C:3]=2[C:4]([O:6][CH2:7][CH3:8])=[O:5])=[CH:42][CH:43]=1)[CH2:32][CH2:33][CH2:34][CH2:35][CH3:36] |f:1.2.3,^1:50,52,71,90|. Procedure: Diethyl bromoterephthalate (30.1 g, 100 mmol), K2CO3 (27.6 g, 200 mmol) and 140 ml of toluene and 140 ml of H2O were placed in a reaction vessel and argon was passed in for 30 minutes. 4-hexyloxyphenylboronic acid (26.7 g, 120 mmol) (cf. B1) and Pd(PPh3)4 (1.16 g, 1 mmol) were subsequently added under protective gas. The yellow-green, turbid mixture was stirred vigorously under a blanket of protective gas at an internal temperature of 85° C. After 7 hours, the reaction wag complete. After phase ... The product is C1(=CC=CC=C1)C(C(=O)OC)=NNC1=CC=CC=C1 (methyl 2-phenyl-2-phenylhydrazonoacetate). As a reaction SMILES: [CH3:1][O:2][C:3]([O:11][Si](C)(C)C)=[CH:4][C:5]1[CH:10]=[CH:9][CH:8]=[CH:7][CH:6]=1.F[B-](F)(F)F.[C:21]1([N+:27]#[N:28])[CH:26]=[CH:25][CH:24]=[CH:23][CH:22]=1>N1C=CC=CC=1.C(OCC)C>[C:5]1([C:4](=[N:28][NH:27][C:21]2[CH:26]=[CH:25][CH:24]=[CH:23][CH:22]=2)[C:3]([O:2][CH3:1])=[O:11])[CH:10]=[CH:9][CH:8]=[CH:7][CH:6]=1 |f:1.2|. Solvent: C(C)OCC (diethyl ether), N1=CC=CC=C1 (pyridine). The yield is 84.0%. Procedure details: 1.0 mmol of (1-methoxy-2-phenylethenyl)oxytrimethylsilane was placed in a 20-ml flask, followed by the addition of 3 ml of pyridine as a solvent. 1.3 mmol of benzenediazonium tetrafluoroborate was added to the flask. The obtained mixture was stirred at 0° C. in a nitrogen atmosphere for 2 hours. The reaction mixture was diluted with diethyl ether and washed with 1.5N hydrochloric acid, water and a saturated aqueous solution of common salt successively. The obtained organic phase was dried over m... Reactants: COC(=CC1=CC=CC=C1)O[Si](C)(C)C ((1-methoxy-2-phenylethenyl)oxytrimethylsilane), F[B-](F)(F)F.C1(=CC=CC=C1)[N+]#N (benzenediazonium tetrafluoroborate). Run at temperature 0 celsius, time 2 hour. Starting materials: CCOP(=O)(CC#N)OCC, C1CCOC1, CC(C)(C)[O-], COc1ccc(CNc2cc(Cn3c(Oc4cc(C)cc(C=O)c4)c(C(C)C)c(=O)[nH]c3=O)cc(Cl)n2)cc1, [K+]. The product is COc1ccc(CNc2cc(Cn3c(Oc4cc(C)cc(C=CC#N)c4)c(C(C)C)c(=O)[nH]c3=O)cc(Cl)n2)cc1. Reaction SMILES: [C:40](#[N:41])[CH2:42][P:43](=[O:44])([O:45][CH2:46][CH3:47])[O:48][CH2:49][CH3:50].[CH2:57]1[O:58][CH2:59][CH2:60][CH2:61]1.[CH3:51][C:52]([CH3:53])([O-:54])[CH3:55].[Cl:1][c:2]1[n:3][c:4]([NH:30][CH2:31][c:32]2[cH:33][cH:34][c:35]([O:38][CH3:39])[cH:36][cH:37]2)[cH:5][c:6]([CH2:8][n:9]2[c:10](=[O:29])[nH:11][c:12](=[O:28])[c:13]([CH:25]([CH3:26])[CH3:27])[c:14]2[O:15][c:16]2[cH:17][c:18]([CH:19]=[O:20])[cH:21][c:22]([CH3:24])[cH:23]2)[cH:7]1.[K+:56]>>[Cl:1][c:2]1[n:3][c:4]([NH:30][CH2:31][c:32]2[cH:33][cH:34][c:35]([O:38][CH3:39])[cH:36][cH:37]2)[cH:5][c:6]([CH2:8][n:9]2[c:10](=[O:29])[nH:11][c:12](=[O:28])[c:13]([CH:25]([CH3:26])[CH3:27])[c:14]2[O:15][c:16]2[cH:17][c:18]([CH:19]=[CH:42][C:40]#[N:41])[cH:21][c:22]([CH3:24])[cH:23]2)[cH:7]1.